This data is from the Open Reaction Database (ORD), a public repository of structured organic reaction records. The task is: describe an organic reaction: reactants, conditions, products, and yield Reactants: C1(=CC=CC=C1)OC(NC=1C(=NC(=C(C1)C)C)OC)=O (Phenyl-N-(5,6-dimethyl-2-methoxypyridin-3-yl)carbamate), C1(=CC=CC2=CC3=CC=CC=C3C=C12)N1CCNCC1 (1-(1-anthryl)piperazine). Yields the product CC=1C=C(C(=NC1C)OC)NC(=O)N1CCN(CC1)C1=CC=CC2=CC3=CC=CC=C3C=C12 (1-[(5,6-dimethyl-2-methoxypyridin-3-yl)aminocarbonyl]-4-(1-anthryl)piperazine). Isolated yield 62.0%. RXN SMILES: C1(O[C:8](=[O:20])[NH:9][C:10]2[C:11]([O:18][CH3:19])=[N:12][C:13]([CH3:17])=[C:14]([CH3:16])[CH:15]=2)C=CC=CC=1.[C:21]1([N:35]2[CH2:40][CH2:39][NH:38][CH2:37][CH2:36]2)[C:34]2[C:25](=[CH:26][C:27]3[C:32]([CH:33]=2)=[CH:31][CH:30]=[CH:29][CH:28]=3)[CH:24]=[CH:23][CH:22]=1>>[CH3:16][C:14]1[CH:15]=[C:10]([NH:9][C:8]([N:38]2[CH2:37][CH2:36][N:35]([C:21]3[C:34]4[C:25](=[CH:26][C:27]5[C:32]([CH:33]=4)=[CH:31][CH:30]=[CH:29][CH:28]=5)[CH:24]=[CH:23][CH:22]=3)[CH2:40][CH2:39]2)=[O:20])[C:11]([O:18][CH3:19])=[N:12][C:13]=1[CH3:17]. Reported procedure: Phenyl-N-(5,6-dimethyl-2-methoxypyridin-3-yl)carbamate and 1-(1-anthryl)piperazine were reacted by the same way with the example 1 to obtain the titled compound. Reactants: aqueous solution, I (hydriodic acid), [N+](=O)([O-])C1=C(SC=C1)S(=O)(=O)N (3-nitro-thiophene-2-sulfonamide). Solvent: C(C)(=O)OCC (ethyl acetate). Run at temperature 90 celsius. The product is NC1=C(SC=C1)S(=O)(=O)N (3-Amino-thiophene-2-sulfonamide). Isolated yield 65.0%. RXN SMILES: I.[N+:2]([C:5]1[CH:9]=[CH:8][S:7][C:6]=1[S:10]([NH2:13])(=[O:12])=[O:11])([O-])=O>C(OCC)(=O)C>[NH2:2][C:5]1[CH:9]=[CH:8][S:7][C:6]=1[S:10]([NH2:13])(=[O:12])=[O:11]. Procedure: A 57% aqueous solution of hydriodic acid (15 mL) was added to neat 3-nitro-thiophene-2-sulfonamide (1.02 g, 4.90 mmol) at room temperature. The reaction mixture was heated at 90° C. for 1 hour, cooled to room temperature and diluted with ethyl acetate (50 mL). The mixture was washed with a solution of sodium thiosulfate and the pH was adjusted to pH˜8 with sodium bicarbonate. The mixture was extracted with 10% methanol in ethyl acetate and the organic phase was dried over magnesium sulfate and c... The reactants are C(#N)C1=NN(C=C1O)C1=C(C=C(C=C1Cl)C(F)(F)F)Cl (3-cyano-1-(2,6-dichloro-4-trifluoromethylphenyl)-4-hydroxypyrazole), BrN1C(CCC1=O)=O (N-bromosuccinimide). Run in C(Cl)(Cl)Cl (chloroform). Run at time 75 minute. Product: BrC1=C(C(=NN1C1=C(C=C(C=C1Cl)C(F)(F)F)Cl)C#N)O (5-bromo-3-cyano-1-(2,6-dichloro-4-trifluoromethylphenyl)-4-hydroxypyrazole). RXN SMILES: [C:1]([C:3]1[C:7]([OH:8])=[CH:6][N:5]([C:9]2[C:14]([Cl:15])=[CH:13][C:12]([C:16]([F:19])([F:18])[F:17])=[CH:11][C:10]=2[Cl:20])[N:4]=1)#[N:2].[Br:21]N1C(=O)CCC1=O>C(Cl)(Cl)Cl>[Br:21][C:6]1[N:5]([C:9]2[C:14]([Cl:15])=[CH:13][C:12]([C:16]([F:17])([F:18])[F:19])=[CH:11][C:10]=2[Cl:20])[N:4]=[C:3]([C:1]#[N:2])[C:7]=1[OH:8]. Reported procedure: A mixture of 3-cyano-1-(2,6-dichloro-4-trifluoromethylphenyl)-4-hydroxypyrazole (1.0g) and N-bromosuccinimide (0.55g) in chloroform (20ml) was stirred at room temperature for 75 minutes, then washed with water (3×20 ml), filtered through phase-separation paper and evaporated. The residue was purified by dry-column chromatography (eluant ether: hexane 1:1 then 3:1) to give 5-bromo-3-cyano-1-(2,6-dichloro-4-trifluoromethylphenyl)-4-hydroxypyrazole as a buff colored solid, m.p. 145°-151° C. Reactants: CC(C)OC(C)C, CC(C)(C)OC(=O)CCOCCCc1cccc(-c2nc(=O)c3ccccc3s2)n1, O=C(O)C(F)(F)F. The product is O=C(O)CCOCCCc1cccc(-c2nc(=O)c3ccccc3s2)n1. RXN SMILES: [CH:31]([O:32][CH:33]([CH3:34])[CH3:35])([CH3:36])[CH3:37].[O:1]=[c:2]1[n:3][c:4](-[c:12]2[cH:13][cH:14][cH:15][c:16]([CH2:18][CH2:19][CH2:20][O:21][CH2:22][CH2:23][C:24](=[O:25])[O:26][C:27]([CH3:28])([CH3:29])[CH3:30])[n:17]2)[s:5][c:6]2[c:7]1[cH:8][cH:9][cH:10][cH:11]2.[OH:38][C:39]([C:40]([F:41])([F:42])[F:43])=[O:44]>>[O:1]=[c:2]1[n:3][c:4](-[c:12]2[cH:13][cH:14][cH:15][c:16]([CH2:18][CH2:19][CH2:20][O:21][CH2:22][CH2:23][C:24](=[O:25])[OH:26])[n:17]2)[s:5][c:6]2[c:7]1[cH:8][cH:9][cH:10][cH:11]2. Starting materials: C(C)(=O)NC1=C(C=C(C(=C1)OS(=O)(=O)C)C)O (2-acetylamino-4-methanesulfonyloxy-5-methylphenol), C1(=CC=C(C=C1)S(=O)(=O)O)C (p-toluenesulfonic acid). Run in C1(=CC=CC=C1)C (toluene). The product is CS(=O)(=O)OC=1C(=CC2=C(N=C(O2)C)C1)C (5-methanesulfonyloxy-2,6-dimethylbenzoxazole). Reaction SMILES: [C:1]([NH:4][C:5]1[CH:10]=[C:9]([O:11][S:12]([CH3:15])(=[O:14])=[O:13])[C:8]([CH3:16])=[CH:7][C:6]=1[OH:17])(=O)[CH3:2].C1(C)C=CC(S(O)(=O)=O)=CC=1>C1(C)C=CC=CC=1>[CH3:15][S:12]([O:11][C:9]1[C:8]([CH3:16])=[CH:7][C:6]2[O:17][C:1]([CH3:2])=[N:4][C:5]=2[CH:10]=1)(=[O:13])=[O:14]. Procedure: 5.18 g of 2-acetylamino-4-methanesulfonyloxy-5-methylphenol and 0.8 g of p-toluenesulfonic acid were added to 100 ml of toluene and heated at reflux for 12 hours. After cooling and washing with water, concentration under a reduced pressure yielded crude crystals of 5-methanesulfonyloxy-2,6-dimethylbenzoxazole. Immediately the product was dissolved in 50 ml of methanol, to which 5 ml of water containing 2 g of sodium hydroxide was added. A crystalline product was obtained after 1 hour of reflux f... Starting materials: NC1=CN=C(N(C1=O)CC(=O)NC(C(C(F)(F)F)O[Si](C)(C)C(C)(C)C)C(C)C)C1=CC=C(C=C1)F (2-[5-Amino-2-(4-fluorophenyl)-6-oxo-1,6-dihydro-1-pyrimidinyl]-N-(2-tert-butyldimethylsilyloxy-3,3,3-trifluoro-1-isopropylpropyl)acetamide), CO.ClCCl (methanol dichloromethane), N1=CC=C(C=C1)CO (4-pyridylcarbinol). Product: FC1=CC=C(C=C1)C=1N(C(C(=CN1)NC(=O)OCC1=CC=NC=C1)=O)CC(=O)NC(C(C(F)(F)F)O[Si](C)(C)C(C)(C)C)C(C)C (2-[2-(4-fluorophenyl)-6-oxo-5-(4-pyridylmethoxycarbonylamino)-1,6-dihydro-1-pyrimidinyl]-N-(2-tert-butyldimethylsilyloxy-3,3,3-trifluoro-1-isopropylpropyl)acetamide). As a reaction SMILES: [NH2:1][C:2]1[C:7](=[O:8])[N:6]([CH2:9][C:10]([NH:12][CH:13]([CH:27]([CH3:29])[CH3:28])[CH:14]([O:19][Si:20]([C:23]([CH3:26])([CH3:25])[CH3:24])([CH3:22])[CH3:21])[C:15]([F:18])([F:17])[F:16])=[O:11])[C:5]([C:30]2[CH:35]=[CH:34][C:33]([F:36])=[CH:32][CH:31]=2)=[N:4][CH:3]=1.[N:37]1[CH:42]=[CH:41][C:40]([CH2:43][OH:44])=[CH:39][CH:38]=1.[CH3:45][OH:46].ClCCl>>[F:36][C:33]1[CH:32]=[CH:31][C:30]([C:5]2[N:6]([CH2:9][C:10]([NH:12][CH:13]([CH:27]([CH3:29])[CH3:28])[CH:14]([O:19][Si:20]([C:23]([CH3:26])([CH3:25])[CH3:24])([CH3:22])[CH3:21])[C:15]([F:17])([F:16])[F:18])=[O:11])[C:7](=[O:8])[C:2]([NH:1][C:45]([O:44][CH2:43][C:40]3[CH:41]=[CH:42][N:37]=[CH:38][CH:39]=3)=[O:46])=[CH:3][N:4]=2)=[CH:35][CH:34]=1 |f:2.3|. Procedure details: 2-[5-Amino-2-(4-fluorophenyl)-6-oxo-1,6-dihydro-1-pyrimidinyl]-N-(2-tert-butyldimethylsilyloxy-3,3,3-trifluoro-1-isopropylpropyl)acetamide and 4-pyridylcarbinol were subjected to a procedure similar to that described in Example 3.a. Chromatography, with methanol:dichloromethane (5:95) as the eluent, gave 2-[2-(4-fluorophenyl)-6-oxo-5-(4-pyridylmethoxycarbonylamino)-1,6-dihydro-1-pyrimidinyl]-N-(2-tert-butyldimethylsilyloxy-3,3,3-trifluoro-1-isopropylpropyl)acetamide as a yellow solid; MS: m/z=66... Starting materials: ClCCl (dichloromethane), C(CO)(=O)O (glycolic acid), acid chloride, ClC1=C(OC2=CC3=C(N(C(C(O3)(C(=O)O)C)=O)C)C=C2)C(=CC(=C1)C(F)(F)F)F (7-(2-chloro-6-fluoro-4-trifluoromethylphenoxy)-2,4-dimethyl-3,4-dihydro-3-oxo-2H-1,4-benzoxazine-2-carboxylic acid), ClC1=C(OC2=CC3=C(N(C(C(O3)(C(=O)O)C)=O)C)C=C2)C(=CC(=C1)C(F)(F)F)F (7-(2-chloro-6-fluoro-4-trifluoromethylphenoxy)-2,4-dimethyl-3,4-dihydro-3-oxo-2H-1,4-benzoxazine-2-carboxylic acid). Solvent: C(C)N(CC)CC (triethylamine). Reaction conditions: time 1 hour. The product is ClC1=C(OC2=CC3=C(N(C(C(O3)(C(=O)OCC(=O)O)C)=O)C)C=C2)C(=CC(=C1)C(F)(F)F)F (carboxymethyl 7-(2-chloro-6-fluoro-4-trifluoromethylphenoxy)-2,4-dimethyl-3,4-dihydro-3-oxo-2H-1,4-benzoxazine-2-carboxylate). RXN SMILES: ClCCl.[C:4]([OH:8])(=[O:7])[CH2:5]O.[Cl:9][C:10]1[CH:32]=[C:31]([C:33]([F:36])([F:35])[F:34])[CH:30]=[C:29]([F:37])[C:11]=1[O:12][C:13]1[CH:28]=[CH:27][C:16]2[N:17]([CH3:26])[C:18](=[O:25])[C:19]([CH3:24])([C:21]([OH:23])=[O:22])[O:20][C:15]=2[CH:14]=1>C(N(CC)CC)C>[Cl:9][C:10]1[CH:32]=[C:31]([C:33]([F:34])([F:35])[F:36])[CH:30]=[C:29]([F:37])[C:11]=1[O:12][C:13]1[CH:28]=[CH:27][C:16]2[N:17]([CH3:26])[C:18](=[O:25])[C:19]([CH3:24])([C:21]([O:23][CH2:5][C:4]([OH:8])=[O:7])=[O:22])[O:20][C:15]=2[CH:14]=1. Procedure details: To a dichloromethane solution (20 ml) of glycolic acid (0.3 g) and triethylamine (1.0 ml) was added an acid chloride (1.5 g) prepared as in Example 6 from 7-(2-chloro-6-fluoro-4-trifluoromethylphenoxy)-2,4-dimethyl-3,4-dihydro-3-oxo-2H-1,4-benzoxazine-2-carboxylic acid (Compound 25), and the mixture was stirred at room temperature for one hour. The reaction mixture was then concentrated under a reduced pressure, the residue was extracted twice with ethyl acetate (20 ml), and the extract was wash... The reactants are BrC=1C=C2CN(C(C2=C(C1)Cl)=O)CC1=CC=C(C=C1)OC(F)(F)F (5-bromo-7-chloro-2-(4-trifluoromethoxy-benzyl)-2,3-dihydro-isoindol-1-one), C(C)(C)(C)P(C1=C(C2=CC=CC=C2C=C1)C1=CC=CC2=CC=CC=C12)C(C)(C)C (rac-2-(di-t-butylphosphino)-1,1′-binaphthyl), C([O-])([O-])=O.[Cs+].[Cs+] (cesium carbonate), FC(CO)F (2,2-difluoro ethanol). The reagents and catalysts are C(C)(=O)[O-].[Pd+2].C(C)(=O)[O-] (palladium(II) acetate). The solvent is C1(=CC=CC=C1)C (toluene). Run at temperature 110 celsius, time 0.12 hour. Product: FC(COC=1C=C2CN(C(C2=C(C1)Cl)=O)CC1=CC=C(C=C1)OC(F)(F)F)F (5-(2,2-Difluoro-ethoxy)-7-chloro-2-(4-trifluoromethoxy-benzyl)-2,3-dihydro-isoindol-1-one). Isolated yield 23.7%. Reaction SMILES: Br[C:2]1[CH:3]=[C:4]2[C:8](=[C:9]([Cl:11])[CH:10]=1)[C:7](=[O:12])[N:6]([CH2:13][C:14]1[CH:19]=[CH:18][C:17]([O:20][C:21]([F:24])([F:23])[F:22])=[CH:16][CH:15]=1)[CH2:5]2.C(P(C(C)(C)C)C1C=CC2C(=CC=CC=2)C=1C1C2C(=CC=CC=2)C=CC=1)(C)(C)C.C(=O)([O-])[O-].[Cs+].[Cs+].[F:60][CH:61]([F:64])[CH2:62][OH:63]>C1(C)C=CC=CC=1.C([O-])(=O)C.[Pd+2].C([O-])(=O)C>[F:60][CH:61]([F:64])[CH2:62][O:63][C:2]1[CH:3]=[C:4]2[C:8](=[C:9]([Cl:11])[CH:10]=1)[C:7](=[O:12])[N:6]([CH2:13][C:14]1[CH:19]=[CH:18][C:17]([O:20][C:21]([F:24])([F:23])[F:22])=[CH:16][CH:15]=1)[CH2:5]2 |f:2.3.4,7.8.9|. Procedure details: A mixture of 5-bromo-7-chloro-2-(4-trifluoromethoxy-benzyl)-2,3-dihydro-isoindol-1-one (0.126 g, 1 mmol), palladium(II) acetate (0.004 g, 0.02 mmol), rac-2-(di-t-butylphosphino)-1,1′-binaphthyl (0.009 g, 0.025 mmol), and cesium carbonate (0.163 g, 0.5 mmol) in toluene (5 mL) was treated with 2,2-difluoro ethanol (0.05 mL, 0.6 mmol) and stirred at 110° C. for 0.12 h. After this time the solvent was evaporated and silica gel column chromatography using, typically 30% ethyl acetate in hexane, affor... Starting materials: [N+](=O)([O-])C1=CC=C(C=C1)O (4-nitrophenol), N1C=NC=C1 (imidazole), [Si](C)(C)(C(C)(C)C)Cl (t-butyldimethylsilyl chloride), [Si](C)(C)(C(C)(C)C)Cl (t-butyldimethylsilyl chloride). Solvent: CN(C=O)C (dimethylformamide). Conditions: time 1 day. Product: [N+](=O)([O-])C1=CC=C(C=C1)O[Si](C(C)(C)C)(C)C (1-nitro-4-(1,1,2,2-tetramethyl-1-silapropoxy)benzene). Reaction SMILES: [N+:1]([C:4]1[CH:9]=[CH:8][C:7]([OH:10])=[CH:6][CH:5]=1)([O-:3])=[O:2].N1C=CN=C1.[Si:16](Cl)([C:19]([CH3:22])([CH3:21])[CH3:20])([CH3:18])[CH3:17]>CN(C)C=O>[N+:1]([C:4]1[CH:9]=[CH:8][C:7]([O:10][Si:16]([CH3:18])([CH3:17])[C:19]([CH3:22])([CH3:21])[CH3:20])=[CH:6][CH:5]=1)([O-:3])=[O:2]. Procedure details: To a solution of 4-nitrophenol (5.0 g, 35.9 mmol) (Aldrich) in dimethylformamide (50 mL) was added imidazole (3.18 g, 46.7 mmol) (Aldrich) and t-butyldimethylsilyl chloride (6.49 g, 43.1 mmol) (Avocado Research Chemicals Ltd.). The reaction mixture was stirred at room temperature for 1 day. TLC analysis showed starting material was still present. Another portion of t-butyldimethylsilyl chloride (1.0 g, 6.63 mmol) was added and the mixture was stirred at room temperature for another 1 day. The re...